From a dataset of the Open Reaction Database (ORD), a public repository of structured organic reaction records. describe an organic reaction: reactants, conditions, products, and yield The reactants are hydrochloride salt, N=C1N(CCC1)C (2-imino-1-methylpyrrolidine), C1(=CC(=CC=C1)N=C=O)C (m-tolylisocyanate). Yields the product CC=1C=C(C=CC1)NC(=O)N=C1N(CCC1)C (1-m-methylphenyl-3-(1-methyl-2-pyrrolidylidene)urea). RXN SMILES: [NH:1]=[C:2]1[CH2:6][CH2:5][CH2:4][N:3]1[CH3:7].[C:8]1([CH3:17])[CH:13]=[CH:12][CH:11]=[C:10]([N:14]=[C:15]=[O:16])[CH:9]=1>>[CH3:17][C:8]1[CH:9]=[C:10]([NH:14][C:15]([N:1]=[C:2]2[CH2:6][CH2:5][CH2:4][N:3]2[CH3:7])=[O:16])[CH:11]=[CH:12][CH:13]=1. Reported procedure: Conversion of the hydrochloride salt of 2-imino-1-methylpyrrolidine (6.73 g.; 0.05 mole) to the free base (4.9 g. assuming 100% conversion) is carried out in the usual manner. After drying over K2CO3, the benzene layer is stirred, and 6.66 g. (0.05 mole) of m-tolylisocyanate is added (solid forms). The reaction mixture is stirred at room temperature overnight. The solid is collected, m.p. = 148°-149° C. The benzene filtrate, after removal of solvent, yields a further crop of solid material, m.p.... Starting materials: CC(=O)O.C=1C=CC(=CC1)C[C@H]2C(=O)N[C@H](C(=O)N[C@H](C(=O)N[C@@H](CSSCCC(=O)N[C@H](C(=O)N2)CC=3C=CC(=CC3)O)C(=O)N4CCC[C@H]4C(=O)N[C@H](CCCNC(=N)N)C(=O)NCC(=O)N)CC(=O)N)CCC(=O)N (desmopressin acetate), C=1C=CC(=CC1)C[C@H]2C(=O)N[C@H](C(=O)N[C@H](C(=O)N[C@@H](CSSC[C@@H](C(=O)N[C@H](C(=O)N2)CC=3C=CC(=CC3)O)N)C(=O)N4CCC[C@H]4C(=O)N[C@@H](CCCCN)C(=O)NCC(=O)N)CC(=O)N)CCC(=O)N (lypressin). Yields the product C1CC(N(C1)C(=O)C2CSSCC(C(=O)NC(C(=O)NC(C(=O)NC(C(=O)NC(C(=O)N2)CC(=O)N)CCC(=O)N)CC3=CC=CC=C3)CC4=CC=C(C=C4)O)N)C(=O)NC(CCCN=C(N)N)C(=O)NCC(=O)N (argipressin tannate). Reaction SMILES: CC(O)=O.[CH:5]1[CH:6]=[CH:7][C:8]([CH2:11][C@@H:12]2[NH:36][C:34](=[O:35])[C@H:33]([CH2:37][C:38]3[CH:39]=[CH:40][C:41]([OH:44])=[CH:42][CH:43]=3)[NH:32][C:30](=[O:31])[CH2:29][CH2:28][S:27][S:26][CH2:25][C@@H:24]([C:45]([N:47]3[C@H:51]([C:52]([NH:54][C@@H:55]([C:63]([NH:65][CH2:66][C:67]([NH2:69])=[O:68])=[O:64])[CH2:56][CH2:57][CH2:58][NH:59][C:60]([NH2:62])=[NH:61])=[O:53])[CH2:50][CH2:49][CH2:48]3)=[O:46])[NH:23][C:21](=[O:22])[C@H:20]([CH2:70][C:71]([NH2:73])=[O:72])[NH:19][C:17](=[O:18])[C@H:16]([CH2:74][CH2:75][C:76]([NH2:78])=[O:77])[NH:15][C:13]2=[O:14])=[CH:9][CH:10]=1.C1C=CC(C[C@@H]2NC(=O)[C@H](CC3C=CC(O)=CC=3)NC(=O)[C@@H](N)CSSC[C@@H](C(N3[C@H](C(N[C@H](C(NCC(N)=O)=O)CCCCN)=O)CCC3)=O)NC(=O)[C@H](CC(N)=O)NC(=O)[C@H](CCC(N)=O)[NH:89]C2=O)=CC=1>>[CH2:49]1[CH2:48][N:47]([C:45]([CH:24]2[NH:23][C:21](=[O:22])[CH:20]([CH2:70][C:71]([NH2:73])=[O:72])[NH:19][C:17](=[O:18])[CH:16]([CH2:74][CH2:75][C:76]([NH2:78])=[O:77])[NH:15][C:13](=[O:14])[CH:12]([CH2:11][C:8]3[CH:7]=[CH:6][CH:5]=[CH:10][CH:9]=3)[NH:36][C:34](=[O:35])[CH:33]([CH2:37][C:38]3[CH:39]=[CH:40][C:41]([OH:44])=[CH:42][CH:43]=3)[NH:32][C:30](=[O:31])[CH:29]([NH2:89])[CH2:28][S:27][S:26][CH2:25]2)=[O:46])[CH:51]([C:52]([NH:54][CH:55]([C:63]([NH:65][CH2:66][C:67]([NH2:69])=[O:68])=[O:64])[CH2:56][CH2:57][CH2:58][N:59]=[C:60]([NH2:62])[NH2:61])=[O:53])[CH2:50]1 |f:0.1|. Reported procedure: desmopressin acetate; lypressin. Starting materials: [BH4-].[Na+] (sodium borohydride), C(#N)C1(CC=CC1)CCC (1-cyano-1-propylcyclopent-3-ene), C(C)[Mg]Br (ethyl magnesium bromide), ice, [OH-].[Na+] (sodium hydroxide). Run in C1(=CC=CC=C1)C (toluene). Reaction conditions: temperature 90 celsius, time 30 minute. Product: NC(CC)C1(CC=CC1)CCC (1-(1-aminopropyl)-1-propylcyclopent-3-ene). The yield is 134.4%. Reaction SMILES: [C:1]([C:3]1([CH2:8][CH2:9][CH3:10])[CH2:7][CH:6]=[CH:5][CH2:4]1)#[N:2].[CH2:11]([Mg]Br)[CH3:12].[BH4-].[Na+].[OH-].[Na+]>C1(C)C=CC=CC=1>[NH2:2][CH:1]([C:3]1([CH2:8][CH2:9][CH3:10])[CH2:7][CH:6]=[CH:5][CH2:4]1)[CH2:11][CH3:12] |f:2.3,4.5|. Procedure details: 1-cyano-1-propylcyclopent-3-ene (62, 2.3 g, 16.9 mmol) was dissolved in toluene (15 mL) and ethyl magnesium bromide (11.2 mL, 33.7 mmol, 3M in ether) added. After stirring for 30 minutes at 90° C., the reaction mixture was cooled and added dropwise to ice cold methanol (66 mL), followed by sodium borohydride (638 mg, 17 mmol). The mixture was warmed to room temperature and stirred overnight. The white suspension was treated with sodium hydroxide solution (aqueous, 1M), filtered through celite an... Starting materials: NC1=C(C=NN1C)C#N (5-amino-1-methyl-1H-pyrazole-4-carbonitrile), [N+](=O)([O-])C1=CC=C(C=C1)OC(=O)C1=CC=C(C=2N=C(SC21)C2CC2)OC (2-cyclopropyl-4-methoxybenzothiazole-7-carboxylic acid 4-nitrophenyl ester). Run in C[Si]([N-][Si](C)(C)C)(C)C.[Na+] (sodium hexamethyldisilazide), CN(C=O)C (dimethyl formamide). Product: C(#N)C1=C(N(N=C1)C)NC(=O)C1=CC=C(C=2N=C(SC21)C2CC2)OC (2-Cyclopropyl-4-methoxybenzothiazole-7-carboxylic acid (4-cyano-2-methyl-2H-pyrazol-3-yl)amide). The yield is 49.8%. Reaction SMILES: [NH2:1][C:2]1[N:6]([CH3:7])[N:5]=[CH:4][C:3]=1[C:8]#[N:9].[N+](C1C=CC([O:19][C:20]([C:22]2[C:30]3[S:29][C:28]([CH:31]4[CH2:33][CH2:32]4)=[N:27][C:26]=3[C:25]([O:34][CH3:35])=[CH:24][CH:23]=2)=O)=CC=1)([O-])=O>CN(C)C=O.C[Si](C)(C)[N-][Si](C)(C)C.[Na+]>[C:8]([C:3]1[CH:4]=[N:5][N:6]([CH3:7])[C:2]=1[NH:1][C:20]([C:22]1[C:30]2[S:29][C:28]([CH:31]3[CH2:33][CH2:32]3)=[N:27][C:26]=2[C:25]([O:34][CH3:35])=[CH:24][CH:23]=1)=[O:19])#[N:9] |f:3.4|. Procedure: Starting from 5-amino-1-methyl-1H-pyrazole-4-carbonitrile (90 mg) in dimethyl formamide (30 ml), sodium hexamethyldisilazide in tetrahydrofbran (1.08 ml, 1.0 M), and 2-cyclopropyl-4-methoxybenzothiazole-7-carboxylic acid 4-nitrophenyl ester (200 mg). Purification by flash chromatography (eluent 10% methanol in dichloromethane) to yield the title compound as an off-white solid (95 mg). TLC Rf 0.30 (10% methanol in dichloromethane); Mpt 259-260° C. Reactants: C(#C)C1(CCCCC1)O (1-ethynyl-1-cyclohexanol), C(C)(=O)OC(C)=O (acetic anhydride), C(=O)(O)[O-].[Na+] (NaHCO3), CCOCC (ether). The reagents and catalysts are [O-]S(=O)(=O)C(F)(F)F.[Sc+3].[O-]S(=O)(=O)C(F)(F)F.[O-]S(=O)(=O)C(F)(F)F (scandiumtriflate), [O-]S(=O)(=O)C(F)(F)F.[Sc+3].[O-]S(=O)(=O)C(F)(F)F.[O-]S(=O)(=O)C(F)(F)F (scandiumtriflate). Solvent: C1CCOC1 (THF), C1CCOC1 (THF), C(C)#N (acetonitrile). Run at time 2 hour. The product is C(C)(=O)OC1(CCCCC1)C#C (1-ethynylcyclohexyl acetate). The yield is 110.7%. Reaction SMILES: [C:1]([C:3]1([OH:9])[CH2:8][CH2:7][CH2:6][CH2:5][CH2:4]1)#[CH:2].[C:10](OC(=O)C)(=[O:12])[CH3:11].C([O-])(O)=O.[Na+].CCOCC>C(#N)C.C1COCC1.[O-]S(C(F)(F)F)(=O)=O.[Sc+3].[O-]S(C(F)(F)F)(=O)=O.[O-]S(C(F)(F)F)(=O)=O>[C:10]([O:9][C:3]1([C:1]#[CH:2])[CH2:8][CH2:7][CH2:6][CH2:5][CH2:4]1)(=[O:12])[CH3:11] |f:2.3,7.8.9.10|. Reported procedure: To 3.1 g (25 mmol) 1-ethynyl-1-cyclohexanol in 25 ml acetonitrile were added 7.1 ml (75 mmol, 3 eq) acetic anhydride at −20° C. 12.3 mg (0.03 mmol) scandiumtriflate in 300 μl THF were added and the solution was stirred for 2 h. Additional 12.3 mg (0.03 mmol) scandiumtriflate in 300 μl THF were added and stirring was continued for 30 min. A saturated aqueous solution of NaHCO3 and ether were added. The layers were separated and the inorganic one was extracted with ether. The combined organic phas... Starting materials: NC1=C2C=NN(C2=CC=C1)C(=O)OC (methyl 4-amino-1H-indazole-1-carboxylate), ClC1=C(C=C(C=C1)CN=C=O)Cl (1,2-dichloro-4-(isocyanatomethyl)benzene), CCCCCC (hexane). Run in C1CCOC1 (THF). Reaction conditions: time 3 hour. Yields the product ClC=1C=C(CNC(=O)NC2=C3C=NN(C3=CC=C2)C(=O)OC)C=CC1Cl (methyl 4-({[(3,4-dichlorobenzyl)amino]carbonyl}amino)-1H-indazole-1-carboxylate). Reaction SMILES: [NH2:1][C:2]1[CH:10]=[CH:9][CH:8]=[C:7]2[C:3]=1[CH:4]=[N:5][N:6]2[C:11]([O:13][CH3:14])=[O:12].[Cl:15][C:16]1[CH:21]=[CH:20][C:19]([CH2:22][N:23]=[C:24]=[O:25])=[CH:18][C:17]=1[Cl:26].CCCCCC>C1COCC1>[Cl:26][C:17]1[CH:18]=[C:19]([CH:20]=[CH:21][C:16]=1[Cl:15])[CH2:22][NH:23][C:24]([NH:1][C:2]1[CH:10]=[CH:9][CH:8]=[C:7]2[C:3]=1[CH:4]=[N:5][N:6]2[C:11]([O:13][CH3:14])=[O:12])=[O:25]. Procedure details: The product of Example 90B (0.19 g, 1 mmol) in THF (3 mL) was treated with 1,2-dichloro-4-(isocyanatomethyl)benzene (0.22 g, 1.1 mmol) at ambient temperature. After stirring for 3 hours, hexane was added to the reaction mixture to precipitate the title compound as a tan solid (0.25 g). 1H NMR (300 MHz, DMSO-d6) δ 4.38 (d, 2H), 6.97 (t, 1H), 7.36 (dd, 1H), 7.48 (t, 1H), 7.6 (m, 2H), 7.7 (d, 1H), 7.8 (d, 1H), 8.45 (s, 1H), 9.16 (s, 1H).